Dataset: the Open Reaction Database (ORD), a public repository of structured organic reaction records. Task: describe an organic reaction: reactants, conditions, products, and yield Reactants: BrC=1C=C(C=CC1OC)C(O)C1=CC=C(C=C1)C#C[Si](C(C)C)(C(C)C)C(C)C ((3-bromo-4-methoxy-phenyl)-{4-[(triisopropylsilyl)-ethynyl]-phenyl}-methanol), C(C)[SiH](CC)CC (triethylsilane), FC(C(=O)O)(F)F (trifluoroacetic acid). The solvent is ClCCl (dichloromethane), ClCCl (dichloromethane). Reaction conditions: time 4 hour. The product is BrC=1C=C(CC2=CC=C(C=C2)C#C[Si](C(C)C)(C(C)C)C(C)C)C=CC1OC ([4-(3-Bromo-4-methoxy-benzyl)-phenylethynyl]-triisopropyl-silane). Reaction SMILES: [Br:1][C:2]1[CH:3]=[C:4]([CH:10]([C:12]2[CH:17]=[CH:16][C:15]([C:18]#[C:19][Si:20]([CH:27]([CH3:29])[CH3:28])([CH:24]([CH3:26])[CH3:25])[CH:21]([CH3:23])[CH3:22])=[CH:14][CH:13]=2)O)[CH:5]=[CH:6][C:7]=1[O:8][CH3:9].C([SiH](CC)CC)C.FC(F)(F)C(O)=O>ClCCl>[Br:1][C:2]1[CH:3]=[C:4]([CH:5]=[CH:6][C:7]=1[O:8][CH3:9])[CH2:10][C:12]1[CH:13]=[CH:14][C:15]([C:18]#[C:19][Si:20]([CH:27]([CH3:28])[CH3:29])([CH:24]([CH3:26])[CH3:25])[CH:21]([CH3:22])[CH3:23])=[CH:16][CH:17]=1. Procedure: A solution of 8.0 g (3-bromo-4-methoxy-phenyl)-{4-[(triisopropylsilyl)-ethynyl]-phenyl}-methanol and 5.7 mL triethylsilane in 80 mL dichloromethane is cooled in an ice bath. Then 6.5 mL trifluoroacetic acid are added dropwise, and the solution is stirred for 4 h in the cooling bath. The solution is diluted with dichloromethane and washed with aqueous sodium hydrogen carbonate solution. After drying over sodium sulfate the solvent is removed to give the product. Reactants: C1(CC1)C(=O)C1=CC=C(C=C1)N1C(=NC=C1)C1=CC=CC=C1 (cyclopropyl-[4-(2-phenyl-1-imidazolyl)phenyl]methanone), Cl.Cl.NCCNO (aminoethylhydroxylamine dihydrochloride), N1=CC=CC=C1 (pyridine). Run in C(C)O (ethanol). Reaction conditions: time 8 hour. Product: Cl.Cl.NCCON=C(C1=CC=C(C=C1)N1C(=NC=C1)C1=CC=CC=C1)C1CC1 (Cyclopropyl-[4-(2-phenyl-1-imidazolyl)phenyl]methanone O-(2-aminoethyl)oxime dihydrochloride). Yield: 80.9%. RXN SMILES: [CH:1]1([C:4]([C:6]2[CH:11]=[CH:10][C:9]([N:12]3[CH:16]=[CH:15][N:14]=[C:13]3[C:17]3[CH:22]=[CH:21][CH:20]=[CH:19][CH:18]=3)=[CH:8][CH:7]=2)=O)[CH2:3][CH2:2]1.[ClH:23].Cl.NCC[NH:28][OH:29].[N:30]1C=CC=[CH:32][CH:31]=1>C(O)C>[ClH:23].[ClH:23].[NH2:30][CH2:31][CH2:32][O:29][N:28]=[C:4]([CH:1]1[CH2:3][CH2:2]1)[C:6]1[CH:11]=[CH:10][C:9]([N:12]2[CH:16]=[CH:15][N:14]=[C:13]2[C:17]2[CH:22]=[CH:21][CH:20]=[CH:19][CH:18]=2)=[CH:8][CH:7]=1 |f:1.2.3,6.7.8|. Procedure details: A mixture of cyclopropyl-[4-(2-phenyl-1-imidazolyl)phenyl]methanone (2.6 g), aminoethylhydroxylamine dihydrochloride (1.95 g), and 3 equivalents of pyridine, in absolute ethanol (30 ml) was heated under reflux, under nitrogen, with stirring, overnight. The reaction mixture was evaporated, the residue was taken up in ethyl acetate and washed with a 10% sodium hydroxide solution. The organic extracts were evaporated and the residue purified by high performance liquid chromatography (silica gel, 18... The reactants are CCO, Cl, NO, O=Cc1ccc(OC2CCCCO2)cc1. Yields the product ON=Cc1ccc(OC2CCCCO2)cc1. RXN SMILES: [CH3:19][CH2:20][OH:21].[ClH:16].[NH2:17][OH:18].[O:1]1[CH:2]([O:7][c:8]2[cH:9][cH:10][c:11]([CH:12]=[O:13])[cH:14][cH:15]2)[CH2:3][CH2:4][CH2:5][CH2:6]1>>[O:1]1[CH:2]([O:7][c:8]2[cH:9][cH:10][c:11]([CH:12]=[N:17][OH:18])[cH:14][cH:15]2)[CH2:3][CH2:4][CH2:5][CH2:6]1. Reaction SMILES: [O-2].[Zn+2:2].[C:3]([O-])(=[O:10])C1C=CC=CC=1.[NH4+].[CH:13]1([C:19]2[CH:24]=[CH:23][C:22]([OH:25])=[CH:21][CH:20]=2)[CH2:18][CH2:17][CH2:16][CH2:15][CH2:14]1.[C:26]1([OH:32])[CH:31]=[CH:30][CH:29]=[CH:28][CH:27]=1.C=O>>[Zn:2].[CH:13]1([C:19]2[CH:20]=[CH:21][C:22]([OH:25])=[CH:23][CH:24]=2)[CH2:14][CH2:15][CH2:16][CH2:17][CH2:18]1.[C:26]1([OH:32])[CH:31]=[CH:30][CH:29]=[CH:28][CH:27]=1.[CH2:3]=[O:10] |f:0.1,2.3,4.5.6,8.9.10|. Starting materials: C1(CCCCC1)C1=CC=C(C=C1)O.C1(=CC=CC=C1)O.C=O (p-cyclohexylphenol phenol formaldehyde), [O-2].[Zn+2] (zinc oxide), C(C1=CC=CC=C1)(=O)[O-].[NH4+] (ammonium benzoate). Product: [Zn] (zinc), C1(CCCCC1)C1=CC=C(C=C1)O.C1(=CC=CC=C1)O.C=O (p-cyclohexylphenol phenol formaldehyde). Procedure: A mixture of 3.7 g of zinc oxide (JIS No. 1) and 15.0 g of ammonium benzoate was gradually added to 100 g of the above p-cyclohexylphenol/phenol/formaldehyde co-condensate kept at 170° C. with stirring, and they were reacted at 165° to 170° C. for 1.5 hours to give a pale yellow transparent zinc salt of the p-cyclohexylphenol/phenol/formaldehyde co-condensate.